The task is: describe an organic reaction: reactants, conditions, products, and yield. This data is from the Open Reaction Database (ORD), a public repository of structured organic reaction records. Starting materials: [OH-].[Na+] (NaOH), ClC1=CC=C(C=C1)C(N1CCN(CC1)C(=O)OC(C(F)(F)F)C(=O)OC)C1=CC=C(C=C1)Cl (1,1,1-trifluoro-3-methoxy-3-oxopropan-2-yl 4-(bis(4-chlorophenyl)methyl)piperazine-1-carboxylate), O1CCOCC1 (1,4-dioxane). Run in O (water). Run at time 8 hour. Product: ClC1=CC=C(C=C1)C(N1CCN(CC1)C(=O)OC(C(=O)O)C(F)(F)F)C1=CC=C(C=C1)Cl (2-((4-(bis(4-chlorophenyl)methyl)piperazine-1-carbonyl)oxy)-3,3,3-trifluoropropanoic acid). Yield: 51.5%. RXN SMILES: [Cl:1][C:2]1[CH:7]=[CH:6][C:5]([CH:8]([C:27]2[CH:32]=[CH:31][C:30]([Cl:33])=[CH:29][CH:28]=2)[N:9]2[CH2:14][CH2:13][N:12]([C:15]([O:17][CH:18]([C:23]([O:25]C)=[O:24])[C:19]([F:22])([F:21])[F:20])=[O:16])[CH2:11][CH2:10]2)=[CH:4][CH:3]=1.O1CCOCC1.[OH-].[Na+]>O>[Cl:1][C:2]1[CH:7]=[CH:6][C:5]([CH:8]([C:27]2[CH:28]=[CH:29][C:30]([Cl:33])=[CH:31][CH:32]=2)[N:9]2[CH2:10][CH2:11][N:12]([C:15]([O:17][CH:18]([C:19]([F:22])([F:21])[F:20])[C:23]([OH:25])=[O:24])=[O:16])[CH2:13][CH2:14]2)=[CH:4][CH:3]=1 |f:2.3|. Reported procedure: To a stirring solution of 1,1,1-trifluoro-3-methoxy-3-oxopropan-2-yl 4-(bis(4-chlorophenyl)methyl)piperazine-1-carboxylate (6h) (18 mg, 0.036 mmol) in a 1:1 mixture of 1,4-dioxane:water (1 mL) was added NaOH (360 μL, 0.36 mmol, 1.0 N in water). After stirring the reaction mixture overnight at room temperature, the reaction was quenched by the addition of aqueous 1N HCl (5 mL) and extracted with dichloromethane (3×, 25 mL). The combined organic layers were dried over Na2SO4 and concentrated under... Reactants: BrB(Br)Br, CCCCCc1ccc(-c2ccc(OC)cc2)s1, ClCCl, O. Yields the product CCCCCc1ccc(-c2ccc(O)cc2)s1. RXN SMILES: [B:1]([Br:2])([Br:3])[Br:4].[CH3:8][O:9][c:10]1[cH:11][cH:12][c:13](-[c:16]2[s:17][c:18]([CH2:21][CH2:22][CH2:23][CH2:24][CH3:25])[cH:19][cH:20]2)[cH:14][cH:15]1.[Cl:5][CH2:6][Cl:7].[OH2:26]>>[OH:9][c:10]1[cH:11][cH:12][c:13](-[c:16]2[s:17][c:18]([CH2:21][CH2:22][CH2:23][CH2:24][CH3:25])[cH:19][cH:20]2)[cH:14][cH:15]1.